Task: describe an organic reaction: reactants, conditions, products, and yield. Dataset: the Open Reaction Database (ORD), a public repository of structured organic reaction records Starting materials: C(C)OC(C1=CC(=CC=C1)Br)=O (ethyl-3-bromobenzoate), OCC=1C=C(C=CC1)B(O)O ([3-(hydroxymethyl)-phenyl]boronic acid), C(=O)([O-])[O-].[K+].[K+] (K2CO3), CO (methanol). The reagents and catalysts are Cl[Pd]([P](C1=CC=CC=C1)(C2=CC=CC=C2)C3=CC=CC=C3)([P](C4=CC=CC=C4)(C5=CC=CC=C5)C6=CC=CC=C6)Cl (PdCl2(PPh3)2). Solvent: C1(=CC=CC=C1)C (toluene). Reaction conditions: temperature 80 celsius. Yields the product OCC=1C=C(C=CC1)C1=CC(=CC=C1)C(=O)OCC (ethyl 3′-(hydroxymethyl)biphenyl-3-carboxylate). As a reaction SMILES: [CH2:1]([O:3][C:4](=[O:12])[C:5]1[CH:10]=[CH:9][CH:8]=[C:7](Br)[CH:6]=1)[CH3:2].[OH:13][CH2:14][C:15]1[CH:16]=[C:17](B(O)O)[CH:18]=[CH:19][CH:20]=1.C([O-])([O-])=O.[K+].[K+].CO>Cl[Pd](Cl)([P](C1C=CC=CC=1)(C1C=CC=CC=1)C1C=CC=CC=1)[P](C1C=CC=CC=1)(C1C=CC=CC=1)C1C=CC=CC=1.C1(C)C=CC=CC=1>[OH:13][CH2:14][C:15]1[CH:20]=[C:19]([C:7]2[CH:8]=[CH:9][CH:10]=[C:5]([C:4]([O:3][CH2:1][CH3:2])=[O:12])[CH:6]=2)[CH:18]=[CH:17][CH:16]=1 |f:2.3.4,^1:34,53|. Reported procedure: A mixture of ethyl-3-bromobenzoate (3.0 g, 13 mmol), [3-(hydroxymethyl)-phenyl]boronic acid (3.0 g, 20 mmol), PdCl2(PPh3)2 (0.46 g, 0.66 mmol), K2CO3 (3.6 g, 26 mmol), methanol (4 mL), and toluene (36 mL) was heated at 80° C. for 18 h under N2 and then allowed to cool to rt. The reaction mixture was filtered through Celite and then poured into a mixture of ethyl acetate and brine. The two layers were separated and the aqueous layer was extracted with ethyl acetate (×3). The organic extracts were... Starting materials: COC=1C=C2C(=CC=NC2=CC1OC)OC1=CC=C(C=C1)N1CC(CC1=O)C(=O)O (1-(4-(6,7-dimethoxyquinolin-4-yloxy) phenyl)-5-oxopyrrolidine-3-carboxylic acid), NC1=CC=CC=C1 (aniline), C=1C=CC2=C(C1)N=NN2O (HOBt), CCN=C=NCCCN(C)C (EDCI). Run in CN(C)C=O (DMF), CCOC(=O)C (EtOAc). Run at time 16 hour. Yields the product COC=1C=C2C(=CC=NC2=CC1OC)OC1=CC=C(C=C1)N1CC(CC1=O)C(=O)NC1=CC=CC=C1 (1-(4-(6,7-dimethoxyquinolin-4-yloxy) phenyl)-5-oxo-N-phenylpyrrolidine-3-carboxamide). As a reaction SMILES: [CH3:1][O:2][C:3]1[CH:4]=[C:5]2[C:10](=[CH:11][C:12]=1[O:13][CH3:14])[N:9]=[CH:8][CH:7]=[C:6]2[O:15][C:16]1[CH:21]=[CH:20][C:19]([N:22]2[C:26](=[O:27])[CH2:25][CH:24]([C:28]([OH:30])=O)[CH2:23]2)=[CH:18][CH:17]=1.[NH2:31][C:32]1[CH:37]=[CH:36][CH:35]=[CH:34][CH:33]=1.C1C=CC2N(O)N=NC=2C=1.CCN=C=NCCCN(C)C>CN(C=O)C.CCOC(C)=O>[CH3:1][O:2][C:3]1[CH:4]=[C:5]2[C:10](=[CH:11][C:12]=1[O:13][CH3:14])[N:9]=[CH:8][CH:7]=[C:6]2[O:15][C:16]1[CH:17]=[CH:18][C:19]([N:22]2[C:26](=[O:27])[CH2:25][CH:24]([C:28]([NH:31][C:32]3[CH:37]=[CH:36][CH:35]=[CH:34][CH:33]=3)=[O:30])[CH2:23]2)=[CH:20][CH:21]=1. Reported procedure: To a solution of 1-(4-(6,7-dimethoxyquinolin-4-yloxy) phenyl)-5-oxopyrrolidine-3-carboxylic acid (Step 3, 120 mg, 0.29 mmol), aniline (55 mg, 0.59 mmol), HOBt (58 mg, 0.43 mmol) in 6 mL of DMF was added EDCI (82 mg, 0.43 mmol) at RT. The reaction was stirred at RT for 16 h. The mixture was diluted with 50 mL of EtOAc, and the resulting solution was washed with 20 mL of satd. NaHCO3 followed by 20 mL of brine. The organic phase was dried over Na2SO4 and concentrated in vacuo. The residue was puri... Starting materials: COC(C1=C(C=CC(=C1)[N+](=O)[O-])OC1=CC=C(C=C1)OC)=O (2-(4-methoxy-phenoxy)-5-nitro-benzoic acid methyl ester), [H][H] (hydrogen). Reagents/catalysts: [Pd] (Pd/C). The solvent is CO (methanol). Yields the product COC(C1=C(C=CC(=C1)N)OC1=CC=C(C=C1)OC)=O (5-Amino-2-(4-methoxy-phenoxy)-benzoic Acid Methyl Ester). The yield is 96.5%. As a reaction SMILES: [CH3:1][O:2][C:3](=[O:22])[C:4]1[CH:9]=[C:8]([N+:10]([O-])=O)[CH:7]=[CH:6][C:5]=1[O:13][C:14]1[CH:19]=[CH:18][C:17]([O:20][CH3:21])=[CH:16][CH:15]=1.[H][H]>CO.[Pd]>[CH3:1][O:2][C:3](=[O:22])[C:4]1[CH:9]=[C:8]([NH2:10])[CH:7]=[CH:6][C:5]=1[O:13][C:14]1[CH:19]=[CH:18][C:17]([O:20][CH3:21])=[CH:16][CH:15]=1. Procedure details: The compound of step 1 (2.3 g) in methanol (150 ml) containing 10% Pd/C (0.5 g) was hydrogenated under one atmosphere of hydrogen for 18 h. The mixture was filtered (kieselguhr) and solvent removed from the filtrate under reduced pressure to give the title compound (2.0 g) as a yellow oil. 1H NMR (CDCl3) δ: 3.69 (2H, brs), 3.77 (6H, s), 6.76-6.87 (6H, m), 7.19 (1H, d, J=2.5 Hz). Yields the product COCc1ccc(-c2ccc3c(c2)C=C(C(=O)Nc2ccc(CN(C)C4CCOCC4)cc2)CCS3(=O)=O)cc1. The reactants are COCc1ccc(OB([O-])[O-])cc1, CN(Cc1ccc(NC(=O)C2=Cc3cc(Br)ccc3S(=O)(=O)CC2)cc1)C1CCOCC1, O=C([O-])[O-], CCO, [K+], [K+], O, O, Cc1ccccc1. Reaction SMILES: [B:44]([O-:45])([O-:55])[O:56][c:46]1[cH:47][cH:48][c:49]([CH2:52][O:53][CH3:54])[cH:50][cH:51]1.[Br:1][c:2]1[cH:3][cH:4][c:5]2[c:6]([cH:32]1)[CH:7]=[C:8]([C:14](=[O:15])[NH:16][c:17]1[cH:18][cH:19][c:20]([CH2:23][N:24]([CH:25]3[CH2:26][CH2:27][O:28][CH2:29][CH2:30]3)[CH3:31])[cH:21][cH:22]1)[CH2:9][CH2:10][S:11]2(=[O:12])=[O:13].[C:57](=[O:58])([O-:59])[O-:60].[CH2:34]([OH:35])[CH3:36].[K+:61].[K+:62].[OH2:33].[OH2:63].[c:37]1([CH3:38])[cH:39][cH:40][cH:41][cH:42][cH:43]1>>[c:2]1(-[c:46]2[cH:47][cH:48][c:49]([CH2:52][O:53][CH3:54])[cH:50][cH:51]2)[cH:3][cH:4][c:5]2[c:6]([cH:32]1)[CH:7]=[C:8]([C:14](=[O:15])[NH:16][c:17]1[cH:18][cH:19][c:20]([CH2:23][N:24]([CH:25]3[CH2:26][CH2:27][O:28][CH2:29][CH2:30]3)[CH3:31])[cH:21][cH:22]1)[CH2:9][CH2:10][S:11]2(=[O:12])=[O:13].